This data is from the Open Reaction Database (ORD), a public repository of structured organic reaction records. The task is: describe an organic reaction: reactants, conditions, products, and yield The reactants are glass, ice water, BrC=1C(=CC=C2N=C(C(NC12)=O)C)F (8-bromo-7-fluoro-3-methylquinoxalin-2(1H)-one), Cl.CC1(CC1)N (1-methylcyclopropanamine hydrochloride), CCN(C(C)C)C(C)C (DIEA). Run in CS(=O)C (DMSO). Run at temperature 100 celsius, time 5 hour. Yields the product BrC=1C(=CC=C2N=C(C(=NC12)NC1(CC1)C)C)F (8-bromo-7-fluoro-3-methyl-N-(1-methylcyclopropyl)quinoxalin-2-amine). The yield is 77.9%. RXN SMILES: [Br:1][C:2]1[C:3]([F:14])=[CH:4][CH:5]=[C:6]2[C:11]=1[NH:10][C:9](=O)[C:8]([CH3:13])=[N:7]2.Cl.[CH3:16][C:17]1([NH2:20])[CH2:19][CH2:18]1.CCN(C(C)C)C(C)C>CS(C)=O>[Br:1][C:2]1[C:3]([F:14])=[CH:4][CH:5]=[C:6]2[C:11]=1[N:10]=[C:9]([NH:20][C:17]1([CH3:16])[CH2:19][CH2:18]1)[C:8]([CH3:13])=[N:7]2 |f:1.2|. Procedure details: To a 15-mL glass reaction vial was added 5-bromo-3-chloro-6-fluoro-2-methylquinoxaline (600) (2.02 g, 7.33 mmol), 1-methylcyclopropanamine hydrochloride (ChemBridge, San Diego, Calif.) (1.420 g, 13.20 mmol) and DIEA (5.10 mL, 29.3 mmol) in DMSO (6 mL). The reaction mixture was stirred at 100° C. for 5 h. The reaction mixture was cooled to RT and poured over ice water. The precipitated orange solid was filtered, washed with water (2×5 mL), ether (2×5 mL). The orange solid was dried overnight to a... Yields the product CC(C)c1ccc(NC(=O)C2CCN(C(=O)CCC3CC3)CC2)cc1. Starting materials: O=C(O)CCC1CC1, CC(C)c1ccc(NC(=O)C2CCNCC2)cc1. RXN SMILES: [CH:19]1([CH2:22][CH2:23][C:24](=[O:25])[OH:26])[CH2:20][CH2:21]1.[CH:1]([CH3:2])([CH3:3])[c:4]1[cH:5][cH:6][c:7]([NH:10][C:11](=[O:12])[CH:13]2[CH2:14][CH2:15][NH:16][CH2:17][CH2:18]2)[cH:8][cH:9]1>>[CH:1]([CH3:2])([CH3:3])[c:4]1[cH:5][cH:6][c:7]([NH:10][C:11](=[O:12])[CH:13]2[CH2:14][CH2:15][N:16]([C:24]([CH2:23][CH2:22][CH:19]3[CH2:20][CH2:21]3)=[O:25])[CH2:17][CH2:18]2)[cH:8][cH:9]1. The reactants are C(c1cn(c2ccccc2)nc1c1ccccc1)=O, CC1=CN=C(C=C1)N, [C-]#[N+]C1CCCCC1. The reagents and catalysts are O=C(O)C(F)(F)F (trifluoroacetic acid). Solvent: CC(C)O (isopropyl alcohol), CC(C)O (isopropylalcohol). Conditions: temperature 22 celsius, time 20 hour. The product is Cc1ccc2nc(c3cn(c4ccccc4)nc3c3ccccc3)c(NC3CCCCC3)n2c1. The yield is 28.7%. Reaction SMILES: CC1=CC=C(N)N=C1.[C-]#[N+]C1CCCCC1.O=CC1=CN(N=C1C1=CC=CC=C1)C1=CC=CC=C1>>CC1=CN2C(C=C1)=NC(C1=CN(N=C1C1=CC=CC=C1)C1=CC=CC=C1)=C2NC1CCCCC1. The reactants are CI, CCOC(C)=O, CN(C)C=O, [H-], [Na+], O, CCCc1nc(C)n(-c2ccc(OC(C)CO)cc2)c(=O)c1Cc1ccc(-c2ccccc2C#N)cc1. Product: CCCc1nc(C)n(-c2ccc(OC(C)COC)cc2)c(=O)c1Cc1ccc(-c2ccccc2C#N)cc1. As a reaction SMILES: [CH3:40][I:41].[CH3:42][CH2:43][O:44][C:45](=[O:46])[CH3:47].[CH3:48][N:49]([CH3:50])[CH:51]=[O:52].[H-:38].[Na+:39].[OH2:53].[OH:1][CH2:2][CH:3]([O:4][c:5]1[cH:6][cH:7][c:8](-[n:11]2[c:12]([CH3:36])[n:13][c:14]([CH2:33][CH2:34][CH3:35])[c:15]([CH2:18][c:19]3[cH:20][cH:21][c:22](-[c:25]4[c:26]([C:31]#[N:32])[cH:27][cH:28][cH:29][cH:30]4)[cH:23][cH:24]3)[c:16]2=[O:17])[cH:9][cH:10]1)[CH3:37]>>[O:1]([CH2:2][CH:3]([O:4][c:5]1[cH:6][cH:7][c:8](-[n:11]2[c:12]([CH3:36])[n:13][c:14]([CH2:33][CH2:34][CH3:35])[c:15]([CH2:18][c:19]3[cH:20][cH:21][c:22](-[c:25]4[c:26]([C:31]#[N:32])[cH:27][cH:28][cH:29][cH:30]4)[cH:23][cH:24]3)[c:16]2=[O:17])[cH:9][cH:10]1)[CH3:37])[CH3:42]. Reactants: CC(=O)OC(C)=O, Cc1cc(-c2nc3ccc(N)cc3c(=O)[nH]2)cc(C)c1O, c1ccncc1. The product is CC(=O)Nc1ccc2nc(-c3cc(C)c(O)c(C)c3)[nH]c(=O)c2c1. As a reaction SMILES: [CH3:22][C:23](=[O:24])[O:25][C:26](=[O:27])[CH3:28].[NH2:1][c:2]1[cH:3][c:4]2[c:5](=[O:21])[nH:6][c:7](-[c:12]3[cH:13][c:14]([CH3:20])[c:15]([OH:19])[c:16]([CH3:18])[cH:17]3)[n:8][c:9]2[cH:10][cH:11]1.[cH:29]1[cH:30][cH:31][n:32][cH:33][cH:34]1>>[NH:1]([c:2]1[cH:3][c:4]2[c:5](=[O:21])[nH:6][c:7](-[c:12]3[cH:13][c:14]([CH3:20])[c:15]([OH:19])[c:16]([CH3:18])[cH:17]3)[n:8][c:9]2[cH:10][cH:11]1)[C:23]([CH3:22])=[O:24]. The reactants are S1C=CC2=C1S(CCC2=O)(=O)=O (5,6-Dihydro-4H-thieno[2,3-b]-thiopyran-4-one-7,7-dioxide), C1(=CC=CC=C1)C(O)([C@H]1NCCC1)C1=CC=CC=C1.B ((S)-α,α-Diphenyl-2-pyrrolidinemethanol borane), CSC.B (borane-dimethyl sulfide). Run in C1CCOC1 (THF), C1CCOC1 (THF). Run at temperature -15 celsius, time 1 hour. Product: S1C=CC2=C1S(CC[C@H]2O)(=O)=O ((R)-(+)-5,6-Dihydro-4H-thieno[2,3-b]-thiopyran-4-ol-7,7-dioxide). Reaction SMILES: [S:1]1[C:5]2[S:6](=[O:12])(=[O:11])[CH2:7][CH2:8][C:9](=[O:10])[C:4]=2[CH:3]=[CH:2]1.C1(C(C2C=CC=CC=2)([C@@H]2CCCN2)O)C=CC=CC=1.B.CSC.B>C1COCC1>[S:1]1[C:5]2[S:6](=[O:12])(=[O:11])[CH2:7][CH2:8][C@@H:9]([OH:10])[C:4]=2[CH:3]=[CH:2]1 |f:1.2,3.4|. Reported procedure: To a magnetically stirred solution of 5,6-Dihydro-4H-thieno[2,3-b]-thiopyran-4-one-7,7-dioxide (13) (1.00 g, 4.94 mmol) in dry THF (14 mL) was added (S)-diphenylprolinol-borane complex from Example 12 (132 mg, 0.494 mmol). The solution was cooled to -15° C. and a solution of borane-dimethyl sulfide (10M, 0.4 mL, 4.0 mmol) in dry THF (6.8 mL) was added at a rate to maintain the internal temperature at -15° C. The solution was stirred at -15° C. for 1 hour then at 22° C. for 6 hours. The product w... Reactants: O=C([O-])[O-], CC(C)=O, [Cs+], [Cs+], CCCI, CN1C(=O)C(c2ccncc2)(c2cccc(O)c2)N=C1N, CN(C)C=O. The product is CCCOc1cccc(C2(c3ccncc3)N=C(N)N(C)C2=O)c1. As a reaction SMILES: [C:26](=[O:27])([O-:28])[O-:29].[CH3:32][C:33](=[O:34])[CH3:35].[Cs+:30].[Cs+:31].[I:22][CH2:23][CH2:24][CH3:25].[NH2:1][C:2]1=[N:3][C:4]([c:9]2[cH:10][cH:11][n:12][cH:13][cH:14]2)([c:15]2[cH:16][c:17]([OH:21])[cH:18][cH:19][cH:20]2)[C:5](=[O:8])[N:6]1[CH3:7].[O:36]=[CH:37][N:38]([CH3:39])[CH3:40]>>[NH2:1][C:2]1=[N:3][C:4]([c:9]2[cH:10][cH:11][n:12][cH:13][cH:14]2)([c:15]2[cH:16][c:17]([O:21][CH2:23][CH2:24][CH3:25])[cH:18][cH:19][cH:20]2)[C:5](=[O:8])[N:6]1[CH3:7]. Yields the product CCCCc1nc2cc(C(C)=O)ccc2n1Cc1ccc(-c2ccccc2C(=O)O)cc1. Reaction SMILES: [CH2:1]([CH2:2][CH2:3][CH3:4])[c:5]1[n:6][c:7]2[c:8]([n:9]1[CH2:10][c:11]1[cH:12][cH:13][c:14](-[c:17]3[c:18]([C:23](=[O:24])[O:25][C:26]([CH3:27])([CH3:28])[CH3:29])[cH:19][cH:20][cH:21][cH:22]3)[cH:15][cH:16]1)[cH:30][cH:31][c:32]([C:34]([CH3:35])=[O:36])[cH:33]2.[CH2:44]([Cl:45])[Cl:46].[OH:37][C:38]([C:39]([F:40])([F:41])[F:42])=[O:43]>>[CH2:1]([CH2:2][CH2:3][CH3:4])[c:5]1[n:6][c:7]2[c:8]([n:9]1[CH2:10][c:11]1[cH:12][cH:13][c:14](-[c:17]3[c:18]([C:23](=[O:24])[OH:25])[cH:19][cH:20][cH:21][cH:22]3)[cH:15][cH:16]1)[cH:30][cH:31][c:32]([C:34]([CH3:35])=[O:36])[cH:33]2. Starting materials: CCCCc1nc2cc(C(C)=O)ccc2n1Cc1ccc(-c2ccccc2C(=O)OC(C)(C)C)cc1, ClCCl, O=C(O)C(F)(F)F. Starting materials: C1(=CC=C(C=C1)S(=O)(=O)OCC1CC2=CC=CC(=C2CC1)OC)C ((5-methoxy-1,2,3,4-tetrahydro-2-naphthyl)methyl p-toluenesulfonate), ice, C1(=CC=CC=C1)C(C=1C=CC(NN1)=O)C1=CC=CC=C1 (6-diphenylmethyl-3(2H)-pyridazinone), [H-].[Na+] (sodium hydride). Solvent: CN(C=O)C (N,N-dimethylformamide), CN(C=O)C (N,N-dimethylformamide). Conditions: temperature 0 celsius, time 30 minute. Product: COC1=C2CCC(CC2=CC=C1)CN1N=C(C=CC1=O)C(C1=CC=CC=C1)C1=CC=CC=C1 (2-[(1,2,3,4-tetrahydro-5-methoxy-2-naphthyl)methyl]-6-diphenylmethyl-3(2H)-pyridazinone). The yield is 63.2%. Reaction SMILES: [C:1]1([CH:7]([C:15]2[CH:20]=[CH:19][CH:18]=[CH:17][CH:16]=2)[C:8]2[CH:9]=[CH:10][C:11](=[O:14])[NH:12][N:13]=2)[CH:6]=[CH:5][CH:4]=[CH:3][CH:2]=1.[H-].[Na+].C1(C)C=CC(S(O[CH2:33][CH:34]2[CH2:43][CH2:42][C:41]3[C:36](=[CH:37][CH:38]=[CH:39][C:40]=3[O:44][CH3:45])[CH2:35]2)(=O)=O)=CC=1>CN(C)C=O>[CH3:45][O:44][C:40]1[CH:39]=[CH:38][CH:37]=[C:36]2[C:41]=1[CH2:42][CH2:43][CH:34]([CH2:33][N:12]1[C:11](=[O:14])[CH:10]=[CH:9][C:8]([CH:7]([C:1]3[CH:2]=[CH:3][CH:4]=[CH:5][CH:6]=3)[C:15]3[CH:16]=[CH:17][CH:18]=[CH:19][CH:20]=3)=[N:13]1)[CH2:35]2 |f:1.2|. Reported procedure: A suspension of 6-diphenylmethyl-3(2H)-pyridazinone (0.58 g) and sodium hydride (60%, 110 mg) in dry N,N-dimethylformamide (7 ml) was stirred at 0° C. for 30 minutes. A solution of (5-methoxy-1,2,3,4-tetrahydro-2-naphthyl)methyl p-toluenesulfonate (0.77 g) in dry N,N-dimethylformamide (5 ml) was added dropwise to the suspension at room temperature. The mixture was stirred for 6 hours and poured into ice-1N hydrochloric acid and extracted with ethyl acetate. The extract was separated, washed with... Reported procedure: 3.1 g of 1-(2-chloroethyl)-3-cyclopropylmethyl-3-(L-arabinopyranosyl)urea are dissolved in 15 ml of formic acid, and 1.5 g of sodium nitrite are added gradually thereto at 0° C. for one hour under stirring. The mixture is further stirred at the same temperature for one hour. After the reaction, 15 ml of ethanol are added to the reaction mixture. Said mixture is neutralized with potassium carbonate under ice-cooling. Then, 150 ml of ethyl acetate are added to the mixture, and insoluble materials ... The reactants are N(=O)[O-].[Na+] (sodium nitrite), C([O-])([O-])=O.[K+].[K+] (potassium carbonate), ClCCNC(=O)N(C1[C@H](O)[C@@H](O)[C@@H](O)CO1)CC1CC1 (1-(2-chloroethyl)-3-cyclopropylmethyl-3-(L-arabinopyranosyl)urea), C(C)O (ethanol). Product: ClCCN(C(=O)N(C1[C@H](O)[C@@H](O)[C@@H](O)CO1)CC1CC1)N=O (1-(2-chloroethyl)-1-nitroso-3-cyclopropylmethyl-3-(L-arabinopyranosyl)urea). Reaction conditions: temperature 0 celsius, time 1 hour. Solvent: C(=O)O (formic acid), C(C)(=O)OCC (ethyl acetate). Isolated yield 44.2%. RXN SMILES: [Cl:1][CH2:2][CH2:3][NH:4][C:5]([N:7]([CH2:17][CH:18]1[CH2:20][CH2:19]1)[CH:8]1[O:16][CH2:15][C@H:13]([OH:14])[C@H:11]([OH:12])[C@H:9]1[OH:10])=[O:6].[N:21]([O-])=[O:22].[Na+].C(O)C.C(=O)([O-])[O-].[K+].[K+]>C(O)=O.C(OCC)(=O)C>[Cl:1][CH2:2][CH2:3][N:4]([N:21]=[O:22])[C:5]([N:7]([CH2:17][CH:18]1[CH2:20][CH2:19]1)[CH:8]1[O:16][CH2:15][C@H:13]([OH:14])[C@H:11]([OH:12])[C@H:9]1[OH:10])=[O:6] |f:1.2,4.5.6|.